From a dataset of the Open Reaction Database (ORD), a public repository of structured organic reaction records. describe an organic reaction: reactants, conditions, products, and yield Starting materials: [BH4-].[Na+] (sodium borohydride), C1(=CC=CC=C1)SC1=CC=C(C=C1)[N+](=O)[O-] (4-nitrophenyl phenyl sulfide), 161a. The reagents and catalysts are O.O.O.O.O.O.[Ni](Cl)Cl (Nickel chloride hexahydrate). The solvent is CO (MeOH), C1CCOC1 (THF). Reaction conditions: temperature 0 celsius, time 30 minute. The product is C1(=CC=CC=C1)SC1=CC=C(C=C1)N (4-phenylsulfanyl-phenylamine), 161b. The yield is 87.0%. Reaction SMILES: [BH4-].[Na+].[C:3]1([S:9][C:10]2[CH:15]=[CH:14][C:13]([N+:16]([O-])=O)=[CH:12][CH:11]=2)[CH:8]=[CH:7][CH:6]=[CH:5][CH:4]=1>CO.C1COCC1.O.O.O.O.O.O.[Ni](Cl)Cl>[C:3]1([S:9][C:10]2[CH:15]=[CH:14][C:13]([NH2:16])=[CH:12][CH:11]=2)[CH:4]=[CH:5][CH:6]=[CH:7][CH:8]=1 |f:0.1,5.6.7.8.9.10.11|. Procedure: Nickel chloride hexahydrate (41 g, 172.5 mmol), then sodium borohydride (19.5 g, 0.516 mmol) were added to a solution of 4-nitrophenyl phenyl sulfide Compound 161a (20 g, 86.5 mmol) in a mixture of MeOH (200 mL) and THF (75 mL) at 0° C. under nitrogen over a period of 1 hr. The mixture was stirred for 30 mins at 0° C. and the reaction was quenched slowly with aqueous 10% NH4Cl, neutralized with ammonium hydroxide and partitioned between ethyl acetate and water. The organic layer was dried (Na2SO...